Dataset: the Open Reaction Database (ORD), a public repository of structured organic reaction records. Task: describe an organic reaction: reactants, conditions, products, and yield Starting materials: C(C1=CC=CC=C1)OC(=O)N[C@@H](CO)C1=CC=CC=C1 ((R)-2-benzyloxycarbonylamino-2-phenylethanol), N1=CC=CC=C1 (pyridine), S(=O)(=O)(C1=CC=C(C)C=C1)Cl (tosyl chloride), S(=O)(=O)(C1=CC=C(C)C=C1)Cl (tosyl chloride). Solvent: C(Cl)Cl (methylene chloride), C(Cl)Cl (methylene chloride). Reaction conditions: time 8 hour. Yields the product CC1=CC=C(C=C1)S(=O)(=O)OC[C@@H](C1=CC=CC=C1)NC(=O)OCC1=CC=CC=C1 ((R)-2-Benzyloxycarbonylamino-2-phenylethyl 4-methylphenylsulfonate). RXN SMILES: [CH2:1]([O:8][C:9]([NH:11][C@H:12]([C:15]1[CH:20]=[CH:19][CH:18]=[CH:17][CH:16]=1)[CH2:13][OH:14])=[O:10])[C:2]1[CH:7]=[CH:6][CH:5]=[CH:4][CH:3]=1.N1C=CC=CC=1.[S:27](Cl)([C:30]1[CH:36]=[CH:35][C:33]([CH3:34])=[CH:32][CH:31]=1)(=[O:29])=[O:28]>C(Cl)Cl>[CH3:34][C:33]1[CH:35]=[CH:36][C:30]([S:27]([O:14][CH2:13][C@H:12]([NH:11][C:9]([O:8][CH2:1][C:2]2[CH:3]=[CH:4][CH:5]=[CH:6][CH:7]=2)=[O:10])[C:15]2[CH:20]=[CH:19][CH:18]=[CH:17][CH:16]=2)(=[O:29])=[O:28])=[CH:31][CH:32]=1. Procedure: 53.9 g of (R)-2-benzyloxycarbonylamino-2-phenylethanol (198.7 mmol) were dissolved in a mixture of 500 ml of methylene chloride and 80.3 ml (993.5 mmol) of pyridine. 45.5 g (238.4 mmol) of tosyl chloride in 240 ml of methylene chloride were added at 0° C. with stirring and the mixture was stirred at room temperature for 7 hours. A further 11.36 g of tosyl chloride (59.61 mmol) were added. The mixture was stirred at 0° C. for 5 hours. The batch was then allowed to stand overnight at room temperat...